Dataset: the Open Reaction Database (ORD), a public repository of structured organic reaction records. Task: describe an organic reaction: reactants, conditions, products, and yield Reactants: C[Si](C)(C)C(F)(F)F, CCCC[N+](CCCC)(CCCC)CCCC, [F-], COc1cc(F)ccc1C(C)(C)CC=O, C1CCOC1, O. Product: COc1cc(F)ccc1C(C)(C)CC(O)C(F)(F)F. RXN SMILES: [CH3:16][Si:17]([C:18]([F:19])([F:20])[F:21])([CH3:22])[CH3:23].[CH3:25][CH2:26][CH2:27][CH2:28][N+:29]([CH2:30][CH2:31][CH2:32][CH3:33])([CH2:34][CH2:35][CH2:36][CH3:37])[CH2:38][CH2:39][CH2:40][CH3:41].[F-:24].[F:1][c:2]1[cH:3][c:4]([O:14][CH3:15])[c:5]([C:8]([CH2:9][CH:10]=[O:11])([CH3:12])[CH3:13])[cH:6][cH:7]1.[O:42]1[CH2:43][CH2:44][CH2:45][CH2:46]1.[OH2:47]>>[F:1][c:2]1[cH:3][c:4]([O:14][CH3:15])[c:5]([C:8]([CH2:9][CH:10]([OH:11])[C:18]([F:19])([F:20])[F:21])([CH3:12])[CH3:13])[cH:6][cH:7]1. Starting materials: NC=1C2=C(N=CN1)N(C(=C2C2=CC=C(C=C2)OC2=CC=CC=C2)Br)[C@H]2CN(CC2)C(=O)OC(C)(C)C ((R)-tert-butyl 3-(4-amino-6-bromo-5-(4-phenoxyphenyl)-7H-pyrrolo[2,3-d]pyrimidin-7-yl)pyrrolidine-1-carboxylate), C(#C)[Si](C)(C)C (ethynyltrimethyl silane), Pd(PPh)3Cl2, TEA. Reagents/catalysts: [Cu]I (CuI). Solvent: C1(=CC=CC=C1)C (toluene). Run at temperature 80 celsius. The product is NC=1C2=C(N=CN1)N(C(=C2C2=CC=C(C=C2)OC2=CC=CC=C2)C#C[Si](C)(C)C)[C@H]2CN(CC2)C(=O)OC(C)(C)C ((R)-tert-butyl 3-(4-amino-5-(4-phenoxyphenyl)-6-((trimethylsilyl)ethynyl)-7H-pyrrolo[2,3-d]pyrimidin-7-yl)pyrrolidine-1-carboxylate). As a reaction SMILES: [NH2:1][C:2]1[C:3]2[C:10]([C:11]3[CH:16]=[CH:15][C:14]([O:17][C:18]4[CH:23]=[CH:22][CH:21]=[CH:20][CH:19]=4)=[CH:13][CH:12]=3)=[C:9](Br)[N:8]([C@@H:25]3[CH2:29][CH2:28][N:27]([C:30]([O:32][C:33]([CH3:36])([CH3:35])[CH3:34])=[O:31])[CH2:26]3)[C:4]=2[N:5]=[CH:6][N:7]=1.[C:37]([Si:39]([CH3:42])([CH3:41])[CH3:40])#[CH:38]>C1(C)C=CC=CC=1.[Cu]I>[NH2:1][C:2]1[C:3]2[C:10]([C:11]3[CH:16]=[CH:15][C:14]([O:17][C:18]4[CH:23]=[CH:22][CH:21]=[CH:20][CH:19]=4)=[CH:13][CH:12]=3)=[C:9]([C:38]#[C:37][Si:39]([CH3:42])([CH3:41])[CH3:40])[N:8]([C@@H:25]3[CH2:29][CH2:28][N:27]([C:30]([O:32][C:33]([CH3:36])([CH3:35])[CH3:34])=[O:31])[CH2:26]3)[C:4]=2[N:5]=[CH:6][N:7]=1. Procedure details: A mixture of (R)-tert-butyl 3-(4-amino-6-bromo-5-(4-phenoxyphenyl)-7H-pyrrolo[2,3-d]pyrimidin-7-yl)pyrrolidine-1-carboxylate (9) (200 mg, 0.36 mmol), ethynyltrimethyl silane (184 mg, 1.87 mmol), Pd(PPh)3Cl2 (26 mg, 0.036 mmol), CuI (17 mg, 0.087 mmol) and TEA (0.26 mL, 1.87 mmol) in toluene (5 mL) was sealed in a microwave vile and purged with N2 three times. The resulting mixture was heated at 80° C. for 2 hr before diluted with EA (20 mL) and water (20 mL). The layers were separated. The organ...